Dataset: the Open Reaction Database (ORD), a public repository of structured organic reaction records. Task: describe an organic reaction: reactants, conditions, products, and yield Reactants: BrC=1N(C2=NC(=NC(=C2N1)N)OC1CCC1)C1OCCCC1 (8-Bromo-2-(cyclobutyloxy)-9-(tetrahydro-2H-pyran-2-yl)-9H-purin-6-amine), C1(CCCC1)OC1=NC(=C2N=CN(C2=N1)C1OCCCC1)N (2-(cyclopentyloxy)-9-(tetrahydro-2H-pyran-2-yl)-9H-purin-6-amine). Product: BrC=1N(C2=NC(=NC(=C2N1)N)OC1CCCC1)C1OCCCC1 (8-Bromo-2-(cyclopentyloxy)-9-(tetrahydro-2H-pyran-2-yl)-9H-purin-6-amine). Reaction SMILES: [Br:1][C:2]1[N:3]([CH:17]2[CH2:22][CH2:21][CH2:20][CH2:19][O:18]2)[C:4]2[C:9]([N:10]=1)=[C:8]([NH2:11])[N:7]=[C:6]([O:12][CH:13]1[CH2:16][CH2:15][CH2:14]1)[N:5]=2.[CH:23]1(OC2N=C3C(N=CN3C3CCCCO3)=C(N)N=2)CCCC1>>[Br:1][C:2]1[N:3]([CH:17]2[CH2:22][CH2:21][CH2:20][CH2:19][O:18]2)[C:4]2[C:9]([N:10]=1)=[C:8]([NH2:11])[N:7]=[C:6]([O:12][CH:13]1[CH2:14][CH2:15][CH2:23][CH2:16]1)[N:5]=2. Procedure details: Prepared similarly to Intermediate 56 from 2-(cyclopentyloxy)-9-(tetrahydro-2H-pyran-2-yl)-9H-purin-6-amine. Reactants: ClC=1C=C(OC2CCN(CC2)CC(CCN2C(C3=CC=CC=C3C2=O)=O)O)C=CC1Cl (2-{4-[4-(3,4-dichlorophenoxy)piperidin-1-yl]-3-hydroxybutyl}-1H-isoindole-1,3(2H)-dione). The solvent is C(C)O (ethanol), NN (hydrazine). Yields the product NCCC(CN1CCC(CC1)OC1=CC(=C(C=C1)Cl)Cl)O (4-amino-1-[4-(3,4-dichlorophenoxy)piperidin-1-yl]butan-2-ol). The yield is 97.3%. Reaction SMILES: [Cl:1][C:2]1[CH:3]=[C:4]([CH:28]=[CH:29][C:30]=1[Cl:31])[O:5][CH:6]1[CH2:11][CH2:10][N:9]([CH2:12][CH:13]([OH:27])[CH2:14][CH2:15][N:16]2C(=O)C3C(=CC=CC=3)C2=O)[CH2:8][CH2:7]1>C(O)C.NN>[NH2:16][CH2:15][CH2:14][CH:13]([OH:27])[CH2:12][N:9]1[CH2:8][CH2:7][CH:6]([O:5][C:4]2[CH:28]=[CH:29][C:30]([Cl:31])=[C:2]([Cl:1])[CH:3]=2)[CH2:11][CH2:10]1. Procedure: A solution of mixture of 2-{4-[4-(3,4-dichlorophenoxy)piperidin-1-yl]-3-hydroxybutyl}-1H-isoindole-1,3(2H)-dione (3.00 g) in a mixture of ethanol (75 ml) and 35% aqueous hydrazine (15 ml) was heated at reflux 4 h. The mixture was cooled down and the solvents removed under vacuum. The residue was triturated with warm dichloromethane. The white solid was removed by filtration and the filtrate dried over sodium sulfate. The mixture was filtered and the solvent was evaporated to afford the title com... Starting materials: CCC(C)C(NC(=O)OC(C)(C)C)C(=O)N1CC(F)(F)C(F)(F)C1, CCOC(C)=O, Cl. Product: Cl, CCC(C)C(N)C(=O)N1CC(F)(F)C(F)(F)C1. Reaction SMILES: [C:1]([O:2][C:3](=[O:4])[NH:7][CH:8]([CH:9]([CH2:10][CH3:11])[CH3:12])[C:13](=[O:14])[N:15]1[CH2:16][C:17]([F:22])([F:23])[C:18]([F:20])([F:21])[CH2:19]1)([CH3:5])([CH3:6])[CH3:24].[CH3:26][CH2:27][O:28][C:29](=[O:30])[CH3:31].[ClH:25]>>[ClH:25].[NH2:7][CH:8]([CH:9]([CH2:10][CH3:11])[CH3:12])[C:13](=[O:14])[N:15]1[CH2:16][C:17]([F:22])([F:23])[C:18]([F:20])([F:21])[CH2:19]1. The reactants are BrC=1C=C(C=NC1)N1C2CN3CC(CC(C1)C3)C2 (4-(5-Bromopyridin-3-yl)-1,4-diazatricyclo[4.3.1.13,8]undecane), C(C)OC1=C(C=CC=C1)B(O)O (2-ethoxyphenylboronic acid). Product: C(C)OC1=C(C=CC=C1)C=1C=C(C=NC1)N1C2CN3CC(CC(C1)C3)C2 (4-[5-(2-ethoxyphenyl)pyridin-3-yl]-1,4-diazatricyclo[4.3.1.13,8]undecane). Reaction SMILES: Br[C:2]1[CH:3]=[C:4]([N:8]2[CH2:16][CH:15]3[CH2:17][N:11]4[CH2:12][CH:13]([CH2:18][CH:9]2[CH2:10]4)[CH2:14]3)[CH:5]=[N:6][CH:7]=1.[CH2:19]([O:21][C:22]1[CH:27]=[CH:26][CH:25]=[CH:24][C:23]=1B(O)O)[CH3:20]>>[CH2:19]([O:21][C:22]1[CH:27]=[CH:26][CH:25]=[CH:24][C:23]=1[C:2]1[CH:3]=[C:4]([N:8]2[CH2:16][CH:15]3[CH2:17][N:11]4[CH2:12][CH:13]([CH2:18][CH:9]2[CH2:10]4)[CH2:14]3)[CH:5]=[N:6][CH:7]=1)[CH3:20]. Procedure details: The title compound was prepared from the product of Example 65A and 2-ethoxyphenylboronic acid according to General Method B: LC-MS Method D (ESI+) m/z 350.0 (M+H)+, retention time 1.40 minutes. The reactants are O=C([O-])[O-], COc1ccc2c(Br)c(OCc3ccccc3)ccc2c1, [Cu], [K+], [K+], Oc1ccc(OCCN2CCCCCC2)cc1, c1ccncc1. Product: COc1ccc2c(Oc3ccc(OCCN4CCCCCC4)cc3)c(OCc3ccccc3)ccc2c1. RXN SMILES: [C:39](=[O:40])([O-:41])[O-:42].[CH2:1]([c:2]1[cH:3][cH:4][cH:5][cH:6][cH:7]1)[O:8][c:9]1[c:10]([Br:21])[c:11]2[cH:12][cH:13][c:14]([O:19][CH3:20])[cH:15][c:16]2[cH:17][cH:18]1.[Cu:45].[K+:43].[K+:44].[N:22]1([CH2:29][CH2:30][O:31][c:32]2[cH:33][cH:34][c:35]([OH:38])[cH:36][cH:37]2)[CH2:23][CH2:24][CH2:25][CH2:26][CH2:27][CH2:28]1.[cH:46]1[cH:47][cH:48][n:49][cH:50][cH:51]1>>[CH2:1]([c:2]1[cH:3][cH:4][cH:5][cH:6][cH:7]1)[O:8][c:9]1[c:10]([O:38][c:35]2[cH:34][cH:33][c:32]([O:31][CH2:30][CH2:29][N:22]3[CH2:23][CH2:24][CH2:25][CH2:26][CH2:27][CH2:28]3)[cH:37][cH:36]2)[c:11]2[cH:12][cH:13][c:14]([O:19][CH3:20])[cH:15][c:16]2[cH:17][cH:18]1. Starting materials: C(C)(C)(C)OC(=O)N[C@@H]1[C@@H](CCCC1)NC1=C(C2=C(C(=N1)C1=CC(=NS1)CC)C(N(C2)C(=O)OC(C)(C)C)=O)F (tert-butyl 6-((1R,2S)-2-(tert-butoxycarbonylamino)cyclohexylamino)-4-(3-ethylisothiazol-5-yl)-7-fluoro-3-oxo-1H-pyrrolo[3,4-c]pyridine-2(3H)-carboxylate), Cl.O1CCOCC1 (HCl dioxane), CCO (EtOH). The solvent is CO (MeOH). Run at temperature 60 celsius, time 30 minute. The product is hydrochloride salt, N[C@@H]1[C@@H](CCCC1)NC1=C(C2=C(C(=N1)C1=CC(=NS1)CC)C(NC2)=O)F (6-((1R,2S)-2-Aminocyclohexylamino)-4-(3-ethylisothiazol-5-yl)-7-fluoro-1H-pyrrolo[3,4-c]pyridin-3(2H)-one). The yield is 39.5%. RXN SMILES: C(OC([NH:8][C@H:9]1[CH2:14][CH2:13][CH2:12][CH2:11][C@H:10]1[NH:15][C:16]1[N:21]=[C:20]([C:22]2[S:26][N:25]=[C:24]([CH2:27][CH3:28])[CH:23]=2)[C:19]2[C:29](=[O:39])[N:30](C(OC(C)(C)C)=O)[CH2:31][C:18]=2[C:17]=1[F:40])=O)(C)(C)C.Cl.O1CCOCC1.CCO>CO>[NH2:8][C@H:9]1[CH2:14][CH2:13][CH2:12][CH2:11][C@H:10]1[NH:15][C:16]1[N:21]=[C:20]([C:22]2[S:26][N:25]=[C:24]([CH2:27][CH3:28])[CH:23]=2)[C:19]2[C:29](=[O:39])[NH:30][CH2:31][C:18]=2[C:17]=1[F:40] |f:1.2|. Reported procedure: To a stirred solution of tert-butyl 6-((1R,2S)-2-(tert-butoxycarbonylamino)cyclohexylamino)-4-(3-ethylisothiazol-5-yl)-7-fluoro-3-oxo-1H-pyrrolo[3,4-c]pyridine-2(3H)-carboxylate (80 mg, 0.139 mmol) in MeOH (1.0 mL) was added 4N HCl/dioxane (1.0 mL, 4.00 mmol). The mixture was heated to 60° C. for 1 h and was subsequently concentrated in vacuo. The residue was triturated with EtOAc and filtered. The filter cake was washed with EtOAc to give a yellow solid, which was suspended into EtOH. The mixtu... The reactants are FC(C(=O)O)(F)F (Trifluoroacetic acid), OC1=C(C(=O)NC2=C(C(=O)OC(C)(C)C)C=CC(=C2)C2=CC=CC=C2)C=C(C=C1)C1CNCCC1 (tert-butyl 2-(2-hydroxy-5-(piperidin-3-yl)benzamido)-4-phenylbenzoate). Run at time 3 hour. Yields the product OC1=C(C(=O)NC2=C(C(=O)O)C=CC(=C2)C2=CC=CC=C2)C=C(C=C1)C1CNCCC1 (2-(2-hydroxy-5-(piperidin-3-yl)benzamido)-4-phenylbenzoic acid). Isolated yield 99.9%. RXN SMILES: FC(F)(F)C(O)=O.[OH:8][C:9]1[CH:36]=[CH:35][C:34]([CH:37]2[CH2:42][CH2:41][CH2:40][NH:39][CH2:38]2)=[CH:33][C:10]=1[C:11]([NH:13][C:14]1[CH:26]=[C:25]([C:27]2[CH:32]=[CH:31][CH:30]=[CH:29][CH:28]=2)[CH:24]=[CH:23][C:15]=1[C:16]([O:18]C(C)(C)C)=[O:17])=[O:12]>>[OH:8][C:9]1[CH:36]=[CH:35][C:34]([CH:37]2[CH2:42][CH2:41][CH2:40][NH:39][CH2:38]2)=[CH:33][C:10]=1[C:11]([NH:13][C:14]1[CH:26]=[C:25]([C:27]2[CH:28]=[CH:29][CH:30]=[CH:31][CH:32]=2)[CH:24]=[CH:23][C:15]=1[C:16]([OH:18])=[O:17])=[O:12]. Procedure details: Trifluoroacetic acid (2.0 mL) was added to the obtained tert-butyl 2-(2-hydroxy-5-(piperidin-3-yl)benzamido)-4-phenylbenzoate (0.10 g), followed by stirring at room temperature for 3 hours. The solvent was evaporated under reduced pressure, and methanol and water were added the residue. After adjusting the pH to 6.0 with a saturated aqueous solution of sodium bicarbonate, the solid substance was collected from the reaction mixture by filtration to obtain 0.088 g of 2-(2-hydroxy-5-(piperidin-3-yl... The reactants are CC(C)CC(Nc1ccc(Br)cc1)C(=O)NCC#N, CC(C)(C)OC(=O)N1CCN(c2ccc(B(O)O)cc2)CC1, [Na+], [Na+], O=C([O-])[O-], CN(C)C=O, O. The product is CC(C)CC(Nc1ccc(-c2ccc(N3CCN(C(=O)OC(C)(C)C)CC3)cc2)cc1)C(=O)NCC#N. RXN SMILES: [Br:1][c:2]1[cH:3][cH:4][c:5]([NH:6][CH:7]([C:8](=[O:9])[NH:10][CH2:11][C:12]#[N:13])[CH2:14][CH:15]([CH3:16])[CH3:17])[cH:18][cH:19]1.[C:20]([CH3:21])([CH3:22])([CH3:23])[O:24][C:25](=[O:26])[N:27]1[CH2:28][CH2:29][N:30]([c:33]2[cH:34][cH:35][c:36]([B:39]([OH:40])[OH:41])[cH:37][cH:38]2)[CH2:31][CH2:32]1.[Na+:42].[Na+:43].[O-:44][C:45](=[O:46])[O-:47].[O:49]=[CH:50][N:51]([CH3:52])[CH3:53].[OH2:48]>>[c:2]1(-[c:36]2[cH:35][cH:34][c:33]([N:30]3[CH2:29][CH2:28][N:27]([C:25]([O:24][C:20]([CH3:21])([CH3:22])[CH3:23])=[O:26])[CH2:32][CH2:31]3)[cH:38][cH:37]2)[cH:3][cH:4][c:5]([NH:6][CH:7]([C:8](=[O:9])[NH:10][CH2:11][C:12]#[N:13])[CH2:14][CH:15]([CH3:16])[CH3:17])[cH:18][cH:19]1. The reactants are CC1=CN=C(S1)N1C=C(C=CC1=O)C(=O)O (1-(5-methyl-1,3-thiazole-2-yl)-1,6-dihydro-6-oxo-3-pyridinecarboxylic acid), C1(=CC=CC=C1)C (toluene), S(=O)(Cl)Cl (thionylchloride). Reaction conditions: temperature 100 celsius. Yields the product O=C1C=CC(=CN1C1=CC=CC=C1)C(=O)Cl (6-oxo-1-phenyl-1,6-dihydro-pyridine-3-carbonyl chloride). Reaction SMILES: CC1S[C:5]([N:7]2[C:12](=[O:13])[CH:11]=[CH:10][C:9]([C:14]([OH:16])=O)=[CH:8]2)=NC=1.S(Cl)([Cl:19])=O.[C:21]1(C)C=[CH:25][CH:24]=[CH:23][CH:22]=1>>[O:13]=[C:12]1[N:7]([C:5]2[CH:25]=[CH:24][CH:23]=[CH:22][CH:21]=2)[CH:8]=[C:9]([C:14]([Cl:19])=[O:16])[CH:10]=[CH:11]1. Reported procedure: After 510 mg (2.15 mmol) of 1-(5-methyl-1,3-thiazole-2-yl)-1,6-dihydro-6-oxo-3-pyridinecarboxylic acid obtained in Example 45-2 was dissolved in 10 mL of toluene, 522 mg (4.30 mmol) of thionylchloride was added to the solution. Afterward, the resulting reaction solution was stirred under reflux at about 100° C. for 2 hours. After termination of the reaction was determined by liquid chromatography, the solvent was removed in vacuo. The resulting solid compound was used in Example 45-4 without an ... Reactants: C(C)(C)(C)OC(NCCCN(C(C1=CC=C(C=C1)C)=O)C(CC)C=1N(C(C2=C(N1)ON=C2C)=O)CC2=CC=CC=C2)=O ((±)-{3-[[1-(5-Benzyl-3-methyl-4-oxo-4,5-dihydro-isoxazolo[5,4-d]pyrimidin-6-yl)-propyl]-(4-methyl-benzoyl)-amino]-propyl}-carbamic acid tert-butyl ester), [SiH](CC)(CC)CC (Et3SiH), C(=O)(C(F)(F)F)O (TFA). Run in C(Cl)Cl (CH2Cl2). Reaction conditions: time 0.5 hour. Product: NCCCN(C(C1=CC=C(C=C1)C)=O)C(CC)C=1N(C(C2=C(N1)ON=C2C)=O)CC2=CC=CC=C2 ((±)-N-(3-Amino-propyl)-N-[1-(5-benzyl-3-methyl-4-oxo-4,5-dihydro-isoxazolo[5,4-d]pyrimidin-6-yl)-propyl]-4-methyl-benzamide). As a reaction SMILES: C(OC(=O)[NH:7][CH2:8][CH2:9][CH2:10][N:11]([CH:21]([C:24]1[N:25]([CH2:35][C:36]2[CH:41]=[CH:40][CH:39]=[CH:38][CH:37]=2)[C:26](=[O:34])[C:27]2[C:32]([CH3:33])=[N:31][O:30][C:28]=2[N:29]=1)[CH2:22][CH3:23])[C:12](=[O:20])[C:13]1[CH:18]=[CH:17][C:16]([CH3:19])=[CH:15][CH:14]=1)(C)(C)C.[SiH](CC)(CC)CC.C(O)(C(F)(F)F)=O>C(Cl)Cl>[NH2:7][CH2:8][CH2:9][CH2:10][N:11]([CH:21]([C:24]1[N:25]([CH2:35][C:36]2[CH:37]=[CH:38][CH:39]=[CH:40][CH:41]=2)[C:26](=[O:34])[C:27]2[C:32]([CH3:33])=[N:31][O:30][C:28]=2[N:29]=1)[CH2:22][CH3:23])[C:12](=[O:20])[C:13]1[CH:18]=[CH:17][C:16]([CH3:19])=[CH:15][CH:14]=1. Procedure: A solution of the compound from Example 1 Step 6 (60 mg, 0.10 mmol) in CH2Cl2 (2.5 mL) at room temperature was treated with Et3SiH (150 mL) followed by TFA (1.0 mL). The reaction mixture was stirred for 0.5 h then concentrated under vacuum to the desired product as a colorless film (32 mg, 65%); 1H NMR (DMSO-d6) δ 7.62 (s, 1H), 7.25 (m, 7H), 7.22 (s, 1H), 5.77 (d, J=16.5 Hz, 1H), 5.39 (s, 1H), 4.90 (d, J=15.9 Hz, 1H), 3.40 (t, J=7.0 Hz, 2H), 2.92 (s, 3H), 2.54 (s, 3H), 2.09 (m, 1H), 1.92 (m, 1H)...